Dataset: the Open Reaction Database (ORD), a public repository of structured organic reaction records. Task: describe an organic reaction: reactants, conditions, products, and yield The reactants are O=C([O-])[O-], CO, C[Si](C)(C)C#Cc1ccc(Cl)cc1, [K+], [K+]. Product: C#Cc1ccc(Cl)cc1. As a reaction SMILES: [C:1](=[O:2])([O-:3])[O-:4].[CH3:20][OH:21].[Cl:7][c:8]1[cH:9][cH:10][c:11]([C:14]#[C:15][Si:16]([CH3:17])([CH3:18])[CH3:19])[cH:12][cH:13]1.[K+:5].[K+:6]>>[Cl:7][c:8]1[cH:9][cH:10][c:11]([C:14]#[CH:15])[cH:12][cH:13]1. Procedure details: A mixture of 12.3 g of acetic anhydride and 6.2 g of formic acid was heated at 40°C for 1 hour. After cooling to 20°C 1 g of pyridine was added and subsequently, with stirring, 15 g of 4-mercapto-4-methylpentan-2-ol in the course of 10 minutes. The temperature of the reaction mixture slowly rose to 28°C. After standing overnight it was dissolved in diethylether, washed five times with 3% aqueous NaHCO3 solution and then with aqueous NaCl solution to neutral. The ethereal solution was dried over ... The product is C(=O)OC(C)CC(C)(C)S (4-mercapto-4-methylpent-2-yl formate). Starting materials: SC(CC(C)O)(C)C (4-mercapto-4-methylpentan-2-ol), C(C)(=O)OC(C)=O (acetic anhydride), C(=O)O (formic acid), N1=CC=CC=C1 (pyridine). Yield: 57.9%. RXN SMILES: C(OC(=O)C)(=O)C.[CH:8]([OH:10])=[O:9].N1C=CC=CC=1.[SH:17][C:18]([CH3:24])([CH3:23])[CH2:19][CH:20](O)[CH3:21]>C(OCC)C>[CH:8]([O:10][CH:20]([CH2:19][C:18]([SH:17])([CH3:24])[CH3:23])[CH3:21])=[O:9]. Solvent: C(C)OCC (diethylether). Reaction conditions: temperature 40 celsius, time 8 hour. The reactants are OC1=CC2=CC=CC=C2C=C1O (2,3-dihydroxynaphthalene), [Cl-].[K+] (potassium chloride), CCOCC (ether), Cl (Hydrogen chloride). Reagents/catalysts: [C-]#N.[Zn+2].[C-]#N (zinc cyanide). Product: OC1=C(C2=CC=CC=C2C=C1O)C=O (2,3-dihydroxy-naphthaldehyde). Isolated yield 85.7%. RXN SMILES: [OH:1][C:2]1[C:11]([OH:12])=[CH:10][C:9]2[C:4](=[CH:5][CH:6]=[CH:7][CH:8]=2)[CH:3]=1.[Cl-].[K+].Cl.C[CH2:17][O:18]CC>[C-]#N.[Zn+2].[C-]#N>[OH:1][C:2]1[C:11]([OH:12])=[CH:10][C:9]2[C:4](=[CH:5][CH:6]=[CH:7][CH:8]=2)[C:3]=1[CH:17]=[O:18] |f:1.2,5.6.7|. Procedure details: 120 g of 2,3-dihydroxynaphthalene, 132 g of ZN(CN)2 (zinc cyanide) and 1.32 g of potassium chloride in 1200 ml of absolute ether were placed in a 2.5 l sulfonation flask equipped with inlet-tube, stirrer, thermometer, reflux condenser and calcium chloride tube. Hydrogen chloride gas was introduced for 6 hours while cooling with ice and stirring. Subsequently, the ether was decanted and destroyed with sodium hydroxide. In order to remove the residual ether, the oily residue was evacuated hot, the... Starting materials: NC1=C2CCCC(C2=CC=C1O[C@H](CN1C=NC=C1)C1=CC=CC=C1)=O (5-amino-6-((S)-2-imidazol-1-yl-1-phenyl-ethoxy)-3,4-dihydro-2H-naphthalen-1-one), N1=CC=CC=C1 (pyridine), C1(=CC=CC=C1)S(=O)(=O)Cl (benzenesulfonyl chloride). The solvent is C(Cl)Cl (CH2Cl2), C(Cl)Cl (CH2Cl2). Run at time 8 hour. The product is N1(C=NC=C1)C[C@@H](OC1=C(C=2CCCC(C2C=C1)=O)NS(=O)(=O)C1=CC=CC=C1)C1=CC=CC=C1 (N-[2-((S)-2-Imidazol-1-yl-1-phenyl-ethoxy)-5-oxo-5,6,7,8-tetrahydro-naphthalen-1-yl]-benzenesulfonamide). Isolated yield 81.3%. RXN SMILES: [NH2:1][C:2]1[C:11]([O:12][C@@H:13]([C:20]2[CH:25]=[CH:24][CH:23]=[CH:22][CH:21]=2)[CH2:14][N:15]2[CH:19]=[CH:18][N:17]=[CH:16]2)=[CH:10][CH:9]=[C:8]2[C:3]=1[CH2:4][CH2:5][CH2:6][C:7]2=[O:26].N1C=CC=CC=1.[C:33]1([S:39](Cl)(=[O:41])=[O:40])[CH:38]=[CH:37][CH:36]=[CH:35][CH:34]=1>C(Cl)Cl>[N:15]1([CH2:14][C@H:13]([C:20]2[CH:25]=[CH:24][CH:23]=[CH:22][CH:21]=2)[O:12][C:11]2[CH:10]=[CH:9][C:8]3[C:7](=[O:26])[CH2:6][CH2:5][CH2:4][C:3]=3[C:2]=2[NH:1][S:39]([C:33]2[CH:38]=[CH:37][CH:36]=[CH:35][CH:34]=2)(=[O:41])=[O:40])[CH:19]=[CH:18][N:17]=[CH:16]1. Procedure details: To a solution of 5-amino-6-((S)-2-imidazol-1-yl-1-phenyl-ethoxy)-3,4-dihydro-2H-naphthalen-1-one (100 mg, 0.288 mmol) in CH2Cl2 (2 mL) was added pyridine (47 mL, 0.576 mmol, 2 equiv) followed by benzenesulfonyl chloride (44 μL, 0.345 mmol, 1.2 equiv). The reaction was allowed to stir overnight at RT. The reaction was diluted with CH2Cl2, washed with saturated aqueous NH4Cl and brine, dried over MgSO4 to give an oil. Purification by chromatography (4% MeOH/CH2Cl2) gave the title compound as a whi... The product is ClC1=NC(=NS1)C(=O)OC (methyl 5-chloro-1,2,4-thiadiazole-3-carboxylate). Reagents/catalysts: [Cu] (copper). The reactants are NC1=NC(=NS1)C(=O)OC (methyl 5-amino-1,2,4-thiadiazole-3-carboxylate), ice water, Cl (hydrochloric acid), N(=O)[O-].[Na+] (sodium nitrite). Reaction SMILES: N[C:2]1[S:6][N:5]=[C:4]([C:7]([O:9][CH3:10])=[O:8])[N:3]=1.[ClH:11].N([O-])=O.[Na+]>O.[Cu]>[Cl:11][C:2]1[S:6][N:5]=[C:4]([C:7]([O:9][CH3:10])=[O:8])[N:3]=1 |f:2.3|. Run at temperature 50 celsius, time 30 minute. Procedure details: To a mixture of methyl 5-amino-1,2,4-thiadiazole-3-carboxylate (26 g), conc.hydrochloric acid (490 ml) and a small amount of copper was added dropwise over 40 minutes a solution of sodium nitrite (22.5 g) in water (28 ml) at -10° to -15° C. The mixture was stirred for 1.5 hours at the same temperature and for 30 minutes at 50° C. The reaction mixture was poured into ice-water (500 ml) and extracted with ethyl acetate. The extract was washed, dried and concentrated to give white powder of methyl ... Run in O (water). The reactants are [BH4-], CC(=O)c1cccc(Br)n1, CO, ClCCl, [Na+], O. Product: CC(O)c1cccc(Br)n1. As a reaction SMILES: [BH4-:11].[Br:1][c:2]1[cH:3][cH:4][cH:5][c:6]([C:8]([CH3:9])=[O:10])[n:7]1.[CH3:13][OH:14].[Cl:15][CH2:16][Cl:17].[Na+:12].[OH2:18]>>[Br:1][c:2]1[cH:3][cH:4][cH:5][c:6]([CH:8]([CH3:9])[OH:10])[n:7]1. The reactants are ClC1=CC=C(C=C1)C(C=O)=CN(C)C (2-(4-chlorophenyl)dimethylaminopropenal), NC(=O)N (urea), Cl (HCl), [Cl-].[NH4+] (ammonium chloride). Solvent: C(C)O (ethanol), O (water). Yields the product ClC1=CC=C(C=C1)C=1C=NC(NC1)=O (5-(4-chlorophenyl)-2-pyrimidinone). Yield: 29.7%. RXN SMILES: [Cl:1][C:2]1[CH:7]=[CH:6][C:5]([C:8](=[CH:11]N(C)C)[CH:9]=O)=[CH:4][CH:3]=1.[NH2:15][C:16]([NH2:18])=[O:17].Cl.[Cl-].[NH4+]>C(O)C.O>[Cl:1][C:2]1[CH:7]=[CH:6][C:5]([C:8]2[CH:11]=[N:15][C:16](=[O:17])[NH:18][CH:9]=2)=[CH:4][CH:3]=1 |f:3.4|. Procedure: A mixture of 2-(4-chlorophenyl)dimethylaminopropenal (Example 145a) (5.13 g), urea (2.4 g), concentrated HCl (10 ml), water (4 ml) and ethanol (150 ml) was refluxed for 4 hours. After cooling to room temperature concentrated ammonium chloride was added until the pH was 7. The resulting yellow solid was filtered off and dried yielding 1.5 g of 5-(4-chlorophenyl)-2-pyrimidinone.